Dataset: the Open Reaction Database (ORD), a public repository of structured organic reaction records. Task: describe an organic reaction: reactants, conditions, products, and yield Reactants: Cl (hydrochloric acid), C(C)(=O)O[C@H]1[C@@H](O[C@@H]([C@H]([C@@H]1OC(C)=O)OC(C)=O)COC(C)=O)OC1=C(C(=CC=C1)O)C(C)=O (2'-(2,3,4,6-tetra-O-acetyl-β-D-glucopyranosyloxy)-6'-hydroxyacetophenone), O1C2=C(C=C1)C=C(C=C2)C=O (benzo[b]furan-5-carbaldehyde), [OH-].[K+] (potassium hydroxide). Solvent: C(C)O (ethanol). Run at time 8 hour. Product: [C@@H]1([C@H](O)[C@@H](O)[C@H](O)[C@H](O1)CO)OC1=C(C(=CC=C1)O)C(C=CC1=CC2=C(OC=C2)C=C1)=O (2'-(β-D-glucopyranosyloxy)-6'-hydroxy-3-(5-benzo[b]furanyl)acrylophenone). As a reaction SMILES: C([O:4][C@@H:5]1[C@@H:10]([O:11]C(=O)C)[C@H:9]([O:15]C(=O)C)[C@@H:8]([CH2:19][O:20]C(=O)C)[O:7][C@H:6]1[O:24][C:25]1[CH:30]=[CH:29][CH:28]=[C:27]([OH:31])[C:26]=1[C:32](=[O:34])[CH3:33])(=O)C.[O:35]1[CH:39]=[CH:38][C:37]2[CH:40]=[C:41]([CH:44]=O)[CH:42]=[CH:43][C:36]1=2.[OH-].[K+].Cl>C(O)C>[C@@H:6]1([O:24][C:25]2[CH:30]=[CH:29][CH:28]=[C:27]([OH:31])[C:26]=2[C:32](=[O:34])[CH:33]=[CH:44][C:41]2[CH:42]=[CH:43][C:36]3[O:35][CH:39]=[CH:38][C:37]=3[CH:40]=2)[O:7][C@H:8]([CH2:19][OH:20])[C@@H:9]([OH:15])[C@H:10]([OH:11])[C@H:5]1[OH:4] |f:2.3|. Procedure: To a mixture of 2'-(2,3,4,6-tetra-O-acetyl-β-D-glucopyranosyloxy)-6'-hydroxyacetophenone (965 mg), benzo[b]furan-5-carbaldehyde (350 mg) and ethanol (10 ml) is added dropwise a 50% aqueous potassium hydroxide solution (2 ml), and the mixture is stirred at room temperature overnight. The mixture is evaporated to remove the solvent under reduced pressure, and to the residue are added water and diisopropyl ether. The mixture is stirred, and the aqueous layer is obtained by separation. The aqueous l... Reactants: O=C([O-])[O-], CCOCC, [K+], [K+], O=[N+]([O-])c1cccc(CCO)c1, O, BrP(Br)Br. The product is O=[N+]([O-])c1cccc(CCBr)c1. As a reaction SMILES: [C:17](=[O:18])([O-:19])[O-:20].[CH3:24][CH2:25][O:26][CH2:27][CH3:28].[K+:21].[K+:22].[N+:5](=[O:6])([O-:7])[c:8]1[cH:9][c:10]([CH2:11][CH2:12][OH:13])[cH:14][cH:15][cH:16]1.[OH2:23].[P:1]([Br:2])([Br:3])[Br:4]>>[Br:2][CH2:12][CH2:11][c:10]1[cH:9][c:8]([N+:5](=[O:6])[O-:7])[cH:16][cH:15][cH:14]1. Reactants: BrC1=C(C=C(C=C1)Br)S(=O)(=O)N(C)CCCl (2,5 Dibromo-N-(2-chloroethyl)-N-methyl Benzene Sulfonamide), FC1=CC2=C(NC(=N2)C2CCNCC2)C=C1 (4-(5-fluoro 1H benzimidazol-2-yl)piperidine). Yields the product BrC1=C(C=C(C=C1)Br)S(=O)(=O)N(C)CCN1CCC(CC1)C1=NC2=C(N1)C=CC(=C2)F (2,5-Dibromo-N-2-(4-(5-fluoro-1H-benzimidazol-2-yl)-piperidin-1-yl)ethyl-N-methyl-benzene-sulfonamide). As a reaction SMILES: [Br:1][C:2]1[CH:7]=[CH:6][C:5]([Br:8])=[CH:4][C:3]=1[S:9]([N:12]([CH2:14][CH2:15]Cl)[CH3:13])(=[O:11])=[O:10].[F:17][C:18]1[CH:32]=[CH:31][C:21]2[NH:22][C:23]([CH:25]3[CH2:30][CH2:29][NH:28][CH2:27][CH2:26]3)=[N:24][C:20]=2[CH:19]=1>>[Br:1][C:2]1[CH:7]=[CH:6][C:5]([Br:8])=[CH:4][C:3]=1[S:9]([N:12]([CH2:14][CH2:15][N:28]1[CH2:27][CH2:26][CH:25]([C:23]2[NH:22][C:21]3[CH:31]=[CH:32][C:18]([F:17])=[CH:19][C:20]=3[N:24]=2)[CH2:30][CH2:29]1)[CH3:13])(=[O:11])=[O:10]. Reported procedure: The title compound was prepared using the procedure described in Example 1 using 2,5-Dibromo-N-(2-chloroethyl)-N-methyl benzene sulfonamide (D10) and 4-(5-fluoro 1H benzimidazol-2-yl)piperidine (D17). MH+ 5731575/577. Starting materials: C(C)(C)(C)OC(=O)N1CCC(CC1)OC=1C(=C(C(=O)O)C=C(C1)Cl)C (3-((1-(tert-butoxycarbonyl)piperidin-4-yl)oxy)-5-chloro-2-methylbenzoic acid), Cl.NCC1=C(NC(=CC1=O)C)C (3-(aminomethyl)-2,6-dimethylpyridin-4(1H)-one, hydrochloride), ON1N=NC2=C1N=CC=C2 (1-hydroxy-7-azabenzotriazole), C(CCl)Cl (EDC), CN1CCOCC1 (N-methylmorpholine), ice water. Solvent: CN(C=O)C (N,N-Dimethylformamide). Product: ClC=1C=C(C(=C(OC2CCN(CC2)C(=O)OC(C)(C)C)C1)C)C(NCC1=C(NC(=CC1=O)C)C)=O (tert-butyl 4-(5-chloro-3-(((2,6-dimethyl-4-oxo-1,4-dihydropyridin-3-yl)methyl)carbamoyl)-2-methylphenoxy)piperidine-1-carboxylate). Isolated yield 49.9%. As a reaction SMILES: [C:1]([O:5][C:6]([N:8]1[CH2:13][CH2:12][CH:11]([O:14][C:15]2[C:16]([CH3:25])=[C:17]([CH:21]=[C:22]([Cl:24])[CH:23]=2)[C:18]([OH:20])=O)[CH2:10][CH2:9]1)=[O:7])([CH3:4])([CH3:3])[CH3:2].Cl.[NH2:27][CH2:28][C:29]1[C:34](=[O:35])[CH:33]=[C:32]([CH3:36])[NH:31][C:30]=1[CH3:37].ON1C2N=CC=CC=2N=N1.C(Cl)CCl.CN1CCOCC1>CN(C)C=O>[Cl:24][C:22]1[CH:21]=[C:17]([C:18](=[O:20])[NH:27][CH2:28][C:29]2[C:34](=[O:35])[CH:33]=[C:32]([CH3:36])[NH:31][C:30]=2[CH3:37])[C:16]([CH3:25])=[C:15]([CH:23]=1)[O:14][CH:11]1[CH2:12][CH2:13][N:8]([C:6]([O:5][C:1]([CH3:4])([CH3:2])[CH3:3])=[O:7])[CH2:9][CH2:10]1 |f:1.2|. Procedure details: A solution of 3-((1-(tert-butoxycarbonyl)piperidin-4-yl)oxy)-5-chloro-2-methylbenzoic acid (140 mg, 0.379 mmol), 3-(aminomethyl)-2,6-dimethylpyridin-4(1H)-one, hydrochloride (71.4 mg, 0.379 mmol), 1-hydroxy-7-azabenzotriazole (HOAT) (77 mg, 0.568 mmol), EDC (109 mg, 0.568 mmol) and N-methylmorpholine (166 μl, 1.514 mmol) was stirred for 18 h at RT in N,N-Dimethylformamide (DMF) (3619 μl) under nitrogen. Upon completion, the reaction was poured into stirring ice-water. White solid precipitated ou... Reactants: CCN(CC)CCC(=O)CCCc1cccc(OC(C)=O)c1, C=CC(=O)CCCc1cccc(OC(C)=O)c1, CC1C(=O)CCC1=O, CO, ClC(Cl)Cl, [K+], [OH-]. Product: CC(=O)Oc1cccc(CCCC(=O)CCC2(C)C(=O)CCC2=O)c1. RXN SMILES: [C:1]([CH3:2])(=[O:3])[O:4][c:5]1[cH:6][c:7]([CH2:11][CH2:12][CH2:13][C:14]([CH2:15][CH2:16][N:17]([CH2:18][CH3:19])[CH2:20][CH3:21])=[O:22])[cH:8][cH:9][cH:10]1.[C:23]([O:24][c:25]1[cH:26][c:27]([CH2:28][CH2:29][CH2:30][C:31](=[O:32])[CH:33]=[CH2:34])[cH:35][cH:36][cH:37]1)(=[O:38])[CH3:39].[CH3:40][CH:41]1[C:42](=[O:47])[CH2:43][CH2:44][C:45]1=[O:46].[CH3:48][OH:49].[CH:52]([Cl:53])([Cl:54])[Cl:55].[K+:51].[OH-:50]>>[C:1]([CH3:2])(=[O:3])[O:4][c:5]1[cH:6][c:7]([CH2:11][CH2:12][CH2:13][C:14]([CH2:15][CH2:16][C:41]2([CH3:40])[C:42](=[O:47])[CH2:43][CH2:44][C:45]2=[O:46])=[O:22])[cH:8][cH:9][cH:10]1. Starting materials: C(C(C)C)N1C(N(C2(NC(NC2=O)=O)C2=CC=CC=C12)C)=O (1-Isobutyl-3-methyl-spiro[1,2,3,4-tetrahydroquinazoline-4,4'-imidazolidine]-2,2',5'-trione), ice water, S(=O)(=O)(Cl)Cl (sulfuryl chloride), II (iodine). Solvent: C(C)(=O)O (acetic acid). The product is ClC=1C=C2C(=CC1)N(C(N(C21NC(NC1=O)=O)C)=O)CC(C)C (6-chloro-1-isobutyl-3-methyl-spiro[1,2,3,4-tetrahydroquinazoline-4,4'-imidazolidine]-2,2',5'-trione). As a reaction SMILES: [CH2:1]([N:5]1[C:20]2[C:15](=[CH:16][CH:17]=[CH:18][CH:19]=2)[C:8]2([C:12](=[O:13])[NH:11][C:10](=[O:14])[NH:9]2)[N:7]([CH3:21])[C:6]1=[O:22])[CH:2]([CH3:4])[CH3:3].S(Cl)([Cl:26])(=O)=O.II>C(O)(=O)C>[Cl:26][C:17]1[CH:16]=[C:15]2[C:8]3([C:12](=[O:13])[NH:11][C:10](=[O:14])[NH:9]3)[N:7]([CH3:21])[C:6](=[O:22])[N:5]([CH2:1][CH:2]([CH3:4])[CH3:3])[C:20]2=[CH:19][CH:18]=1. Procedure: 1-Isobutyl-3-methyl-spiro[1,2,3,4-tetrahydroquinazoline-4,4'-imidazolidine]-2,2',5'-trione (0.76 g) as prepared in Example 37 is suspended in acetic acid (15 ml) and thereto are added sulfuryl chloride (0.3 ml) and a slight amount of iodine, and the mixture is stirred at room temperature for 19 hours. The reaction mixture is poured into ice-water, and the precipitates are taken by filtration and the crystals are dissolved in 10% aqueous sodium hydroxide. The undissolved materials are filtered of... Reactants: COC=C1CCC(CC1)C1=CC=CC=C1 ([4-(methoxymethylidene)cyclohexyl]benzene), Cl (hydrochloric acid), C(C)(=O)OCC (ethyl acetate), O (water). Solvent: O1CCCC1 (tetrahydrofuran). Yields the product C1(=CC=CC=C1)C1CCC(CC1)C=O (4-Phenylcyclohexanecarbaldehyde). The yield is 82.3%. As a reaction SMILES: C[O:2][CH:3]=[C:4]1[CH2:9][CH2:8][CH:7]([C:10]2[CH:15]=[CH:14][CH:13]=[CH:12][CH:11]=2)[CH2:6][CH2:5]1.Cl.O.C(OCC)(=O)C>O1CCCC1>[C:10]1([CH:7]2[CH2:8][CH2:9][CH:4]([CH:3]=[O:2])[CH2:5][CH2:6]2)[CH:15]=[CH:14][CH:13]=[CH:12][CH:11]=1. Procedure details: To a solution in tetrahydrofuran (10.0 mL) of the compound (3.59 g) obtained in step (1) above, 3 mol/L hydrochloric acid was added and the mixture was refluxed for 4 hours. After cooling the reaction mixture to room temperature, water was added to it and three extractions were conducted with ethyl acetate. The combined organic layers were washed with water and then concentrated under reduced pressure to give the titled compound as a colorless oil (2.75 g). Reactants: ClC1=CC(=C(S1)CO)C1=CC=C(C=C1)Cl ([5-chloro-3-(4-chlorophenyl)thiophen-2-yl]methanol), OC1=C(C(=C(C=C1)CCC(=O)OCC)F)F (ethyl 3-(4-hydroxy-2,3-difluorophenyl)propanoate), ClC1=CC(=C(S1)COC1=C(C(=C(C=C1)CCC(=O)OCC)F)F)C1=CC=C(C=C1)Cl (ethyl 3-(4-((5-chloro-3-(4-chlorophenyl)thiophen-2-yl)methoxy)-2,3-difluorophenyl)propanoate). Product: ClC1=CC(=C(S1)COC1=C(C(=C(C=C1)CCC(=O)O)F)F)C1=CC=C(C=C1)Cl (3-(4-[[5-chloro-3-(4-chlorophenyl)thiophen-2-yl]methoxy]-2,3-difluorophenyl)propanoic acid). Reaction SMILES: ClC1SC(CO)=C(C2C=CC(Cl)=CC=2)C=1.OC1C=CC(CCC(OCC)=O)=C(F)C=1F.[Cl:32][C:33]1[S:37][C:36]([CH2:38][O:39][C:40]2[CH:45]=[CH:44][C:43]([CH2:46][CH2:47][C:48]([O:50]CC)=[O:49])=[C:42]([F:53])[C:41]=2[F:54])=[C:35]([C:55]2[CH:60]=[CH:59][C:58]([Cl:61])=[CH:57][CH:56]=2)[CH:34]=1>>[Cl:32][C:33]1[S:37][C:36]([CH2:38][O:39][C:40]2[CH:45]=[CH:44][C:43]([CH2:46][CH2:47][C:48]([OH:50])=[O:49])=[C:42]([F:53])[C:41]=2[F:54])=[C:35]([C:55]2[CH:56]=[CH:57][C:58]([Cl:61])=[CH:59][CH:60]=2)[CH:34]=1. Reported procedure: The title compound was prepared according to the procedure described in Example 197 by coupling of [5-chloro-3-(4-chlorophenyl)thiophen-2-yl]methanol and ethyl 3-(4-hydroxy-2,3-difluorophenyl)propanoate followed by hydrolysis of ethyl 3-(4-((5-chloro-3-(4-chlorophenyl)thiophen-2-yl)methoxy)-2,3-difluorophenyl)propanoate to afford the desired product as an off-white solid. 1H NMR (300 MHz, CD3OD) δ: 7.36-7.48 (m, 4H), 7.13 (s, 1H), 6.87-6.93 (m, 1H), 6.66-6.67 (m, 1H), 5.07 (s, 2H), 2.87 (t, J=7.... Reactants: C1COCCO1, Oc1nc(-c2ccccc2)nc2c1[nH]c1ccccc12, O=P(Cl)(Cl)Cl. Product: Clc1nc(-c2ccccc2)nc2c1[nH]c1ccccc12. RXN SMILES: [O:26]1[CH2:27][CH2:28][O:29][CH2:30][CH2:31]1.[OH:1][c:2]1[c:3]2[c:4]([n:5][c:6](-[c:8]3[cH:9][cH:10][cH:11][cH:12][cH:13]3)[n:7]1)[c:14]1[cH:15][cH:16][cH:17][cH:18][c:19]1[nH:20]2.[P:21]([Cl:22])([Cl:23])([Cl:24])=[O:25]>>[c:2]1([Cl:23])[c:3]2[c:4]([n:5][c:6](-[c:8]3[cH:9][cH:10][cH:11][cH:12][cH:13]3)[n:7]1)[c:14]1[cH:15][cH:16][cH:17][cH:18][c:19]1[nH:20]2.